From a dataset of the Open Reaction Database (ORD), a public repository of structured organic reaction records. describe an organic reaction: reactants, conditions, products, and yield Reactants: CCOC(=O)C(C)(C)C(=O)Nc1ccc(OCc2cccc(F)c2)cc1, [NH4+], [OH-]. Yields the product CC(C)(C(N)=O)C(=O)Nc1ccc(OCc2cccc(F)c2)cc1. Reaction SMILES: [CH2:1]([O:3][C:4](=[O:2])[C:5]([C:6](=[O:7])[NH:8][c:9]1[cH:10][cH:11][c:12]([O:15][CH2:16][c:17]2[cH:18][c:19]([F:23])[cH:20][cH:21][cH:22]2)[cH:13][cH:14]1)([CH3:24])[CH3:25])[CH3:26].[NH4+:27].[OH-:28]>>[O:3]=[C:4]([C:5]([C:6](=[O:7])[NH:8][c:9]1[cH:10][cH:11][c:12]([O:15][CH2:16][c:17]2[cH:18][c:19]([F:23])[cH:20][cH:21][cH:22]2)[cH:13][cH:14]1)([CH3:24])[CH3:25])[NH2:27].